This data is from the Open Reaction Database (ORD), a public repository of structured organic reaction records. The task is: describe an organic reaction: reactants, conditions, products, and yield The reactants are C1CCOC1, CCCCCC, ClCCl, O=C1NC(=O)c2c1c(I)cc1[nH]c3ccc(O)cc3c21, OCc1ccccc1B(O)O. Yields the product O=C1NC(=O)c2c1c(-c1ccccc1CO)cc1[nH]c3ccc(O)cc3c21. Reaction SMILES: [CH2:32]1[O:33][CH2:34][CH2:35][CH2:36]1.[CH3:40][CH2:41][CH2:42][CH2:43][CH2:44][CH3:45].[Cl:37][CH2:38][Cl:39].[OH:1][c:2]1[cH:3][c:4]2[c:5]3[c:6]4[c:7]([c:8]([I:15])[cH:9][c:10]3[nH:11][c:12]2[cH:13][cH:14]1)[C:16](=[O:20])[NH:17][C:18]4=[O:19].[OH:21][CH2:22][c:23]1[c:24]([B:29]([OH:30])[OH:31])[cH:25][cH:26][cH:27][cH:28]1>>[OH:1][c:2]1[cH:3][c:4]2[c:5]3[c:6]4[c:7]([c:8](-[c:24]5[c:23]([CH2:22][OH:21])[cH:28][cH:27][cH:26][cH:25]5)[cH:9][c:10]3[nH:11][c:12]2[cH:13][cH:14]1)[C:16](=[O:20])[NH:17][C:18]4=[O:19]. Reactants: Cl, FC1(c2nccs2)CCC2(CC1)OCCO2, C1COCCO1. Yields the product O=C1CCC(F)(c2nccs2)CC1. Reaction SMILES: [ClH:17].[F:1][C:2]1([c:12]2[s:13][cH:14][cH:15][n:16]2)[CH2:3][CH2:4][C:5]2([O:6][CH2:9][CH2:8][O:7]2)[CH2:10][CH2:11]1.[O:18]1[CH2:19][CH2:20][O:21][CH2:22][CH2:23]1>>[F:1][C:2]1([c:12]2[s:13][cH:14][cH:15][n:16]2)[CH2:3][CH2:4][C:5](=[O:6])[CH2:10][CH2:11]1. The reactants are C1CCOC1, [H][H], O=C1c2cc3ccc4c(c3c(-c3ccc5c(c3)OCO5)c2CN1CCCOCc1ccccc1)OCO4. Yields the product O=C1c2cc3ccc4c(c3c(-c3ccc5c(c3)OCO5)c2CN1CCCO)OCO4. As a reaction SMILES: [CH2:40]1[O:41][CH2:42][CH2:43][CH2:44]1.[H:38][H:39].[O:1]1[CH2:2][O:3][c:4]2[c:5]1[cH:6][cH:7][c:8](-[c:10]1[c:11]3[c:12]([cH:13][c:14]4[cH:15][cH:16][c:17]5[c:18]([c:19]14)[O:20][CH2:21][O:22]5)[C:23](=[O:37])[N:24]([CH2:26][CH2:27][CH2:28][O:29][CH2:30][c:31]1[cH:32][cH:33][cH:34][cH:35][cH:36]1)[CH2:25]3)[cH:9]2>>[O:1]1[CH2:2][O:3][c:4]2[c:5]1[cH:6][cH:7][c:8](-[c:10]1[c:11]3[c:12]([cH:13][c:14]4[cH:15][cH:16][c:17]5[c:18]([c:19]14)[O:20][CH2:21][O:22]5)[C:23](=[O:37])[N:24]([CH2:26][CH2:27][CH2:28][OH:29])[CH2:25]3)[cH:9]2. Starting materials: C(#N)C1=CC=C(OC=2C=C(C(=O)O)C=C(C2)OC2=CC=C(C=C2)C#N)C=C1 (3,5-bis-(4-cyano-phenoxy)-benzoic acid), C(C)OC(=O)C1CCC(CC1)N (4-amino-cyclohexanecarboxylic acid ethyl ester). Yields the product C(C)OC(=O)C1CCC(CC1)NC(C1=CC(=CC(=C1)OC1=CC=C(C=C1)C#N)OC1=CC=C(C=C1)C#N)=O (4-[3,5-Bis-(4-cyano-phenoxy)-benzoylamino]-cyclohexanecarboxylic Acid Ethyl Ester). Yield: 37.7%. Reaction SMILES: [C:1]([C:3]1[CH:27]=[CH:26][C:6]([O:7][C:8]2[CH:9]=[C:10]([CH:14]=[C:15]([O:17][C:18]3[CH:23]=[CH:22][C:21]([C:24]#[N:25])=[CH:20][CH:19]=3)[CH:16]=2)[C:11](O)=[O:12])=[CH:5][CH:4]=1)#[N:2].[CH2:28]([O:30][C:31]([CH:33]1[CH2:38][CH2:37][CH:36]([NH2:39])[CH2:35][CH2:34]1)=[O:32])[CH3:29]>>[CH2:28]([O:30][C:31]([CH:33]1[CH2:38][CH2:37][CH:36]([NH:39][C:11](=[O:12])[C:10]2[CH:9]=[C:8]([O:7][C:6]3[CH:26]=[CH:27][C:3]([C:1]#[N:2])=[CH:4][CH:5]=3)[CH:16]=[C:15]([O:17][C:18]3[CH:23]=[CH:22][C:21]([C:24]#[N:25])=[CH:20][CH:19]=3)[CH:14]=2)[CH2:35][CH2:34]1)=[O:32])[CH3:29]. Reported procedure: Following the procedure of Example 9(e) 3,5-bis-(4-cyano-phenoxy)-benzoic acid 1.0 g (2.6 mmol) and 4-amino-cyclohexanecarboxylic acid ethyl ester (0.48 g, 2.6 mmol) were used to afford 0.5 g of the required product. 1H NMR (DMSO-d6): δ 1.34 (5H, m), 1.41 (5H, m), 1.92 (4H, m), 2.1 (1H, t), 3.81 (1H, m), 4.12 (2H, q), 7.04 (4H, dd), 7.51 (2H, s), 7.89 (3H, d), 8.41 (1H, d). Percentage purity (HPLC): 89.3%.